From a dataset of the Open Reaction Database (ORD), a public repository of structured organic reaction records. describe an organic reaction: reactants, conditions, products, and yield Reactants: O=C1CCC(=O)N1Br, CN(C)C=O, Nc1ccc2c(c1)CCC2. The product is Nc1cc2c(cc1Br)CCC2. Reaction SMILES: [Br:11][N:12]1[C:13](=[O:14])[CH2:15][CH2:16][C:17]1=[O:18].[CH3:19][N:20]([CH3:21])[CH:22]=[O:23].[NH2:1][c:2]1[cH:3][c:4]2[c:8]([cH:9][cH:10]1)[CH2:7][CH2:6][CH2:5]2>>[NH2:1][c:2]1[cH:3][c:4]2[c:8]([cH:9][c:10]1[Br:11])[CH2:7][CH2:6][CH2:5]2. Reactants: CCOC(=O)C1=NC=2C=NC(=NC2N(C1=O)C=3C=CC=CC3)NC=4C=CC=CC4 (pteridinone), FC(C(=O)O)(F)F (trifluoroacetic acid). The reagents and catalysts are O=[Pt]=O (PtO2). Run in Cl (HCl). Product: NC1=NC=2NCC(NC2C(N1)=O)COC (2-amino-5,6,7,8-tetrahydro-6-methoxymethyl-4(3H)-pteridinone). The yield is 85.0%. RXN SMILES: C[CH2:2][O:3][C:4]([C:6]1[C:15](=O)[N:14](C2C=CC=CC=2)[C:13]2[N:12]=[C:11]([NH:23]C3C=CC=CC=3)[N:10]=[CH:9][C:8]=2[N:7]=1)=O.FC(F)(F)C(O)=[O:33]>Cl.O=[Pt]=O>[NH2:23][C:11]1[NH:10][C:9](=[O:33])[C:8]2[NH:7][CH:6]([CH2:4][O:3][CH3:2])[CH2:15][NH:14][C:13]=2[N:12]=1. Reported procedure: The pteridinone (0.5 g, 2.4×10-3 mol) previously prepared, vide supra, was hydrogenated under 1 atm of H2 in 30 mL of distilled trifluoroacetic acid over 0.02 g of PtO2 for an hour. The mixture was diluted with 25 mL of 6N HCl, filtered, and evaporated. The crude product, the tetrahydro compound, was recrystallized twice from 6N HCl/acetonitrile to give 2-amino-5,6,7,8-tetrahydro-6-methoxymethyl-4(3H)-pteridinone as a light brown solid (0.6 g, 85%): UV (0.1N HCl) λmax 215.5 nm (19800), 264 nm (1... Starting materials: S(=O)(Cl)Cl (thionyl chloride), BrC1=C(C=CC(=C1)I)F (2-bromo-1-fluoro-4-iodobenzene), C(C)(C)[Mg]Cl (isopropylmagnesium chloride), [Cl-].[NH4+] (ammonium chloride), C1(C2=C(C(=O)O1)CCCC2)=O (3,4,5,6-tetrahydrophthalic anhydride), S(=O)(=O)([O-])[O-].[Mg+2] (magnesium sulfate), S(=O)(Cl)Cl (Thionyl chloride). The solvent is CO (methanol), O1CCCC1 (tetrahydrofuran), O1CCCC1 (tetrahydrofuran), CO (methanol). Conditions: temperature 0 celsius, time 3 hour. Yields the product BrC=1C=C(C=CC1F)C1(OC(C=2CCCCC12)=O)OC (3-(3-bromo-4-fluorophenyl)-3-methoxy-4,5,6,7-tetrahydroisobenzofuran-1(3H)-one). Reaction SMILES: [Br:1][C:2]1[CH:7]=[C:6](I)[CH:5]=[CH:4][C:3]=1[F:9].[CH:10]([Mg]Cl)(C)C.[C:15]1(=[O:25])[O:20][C:18](=[O:19])[C:17]2[CH2:21][CH2:22][CH2:23][CH2:24][C:16]1=2.[Cl-].[NH4+].S([O-])([O-])(=O)=O.[Mg+2].S(Cl)(Cl)=O>O1CCCC1.CO>[Br:1][C:2]1[CH:7]=[C:6]([C:18]2([O:19][CH3:10])[C:17]3[CH2:21][CH2:22][CH2:23][CH2:24][C:16]=3[C:15](=[O:25])[O:20]2)[CH:5]=[CH:4][C:3]=1[F:9] |f:3.4,5.6|. Reported procedure: To a solution of 2-bromo-1-fluoro-4-iodobenzene (13.23 g, 44 mmol) in anhydrous tetrahydrofuran (30 mL) was added isopropylmagnesium chloride (2.0 M solution in tetrahydrofuran, 24.18 mL, 48.4 mmol) at −20° C. After the addition, the reaction mixture was stirred at 0° C. for 3 hours, and was added to a solution of 3,4,5,6-tetrahydrophthalic anhydride (6.08 g, 40 mmol) in anhydrous tetrahydrofuran (60 mL) at −78° C. The mixture was stirred for 2 hours, and a saturated aqueous ammonium chloride so... The reactants are C1CCOC1, CCOc1cc(CO)cc(OCC)c1Cl, O=[Mn]=O. The product is CCOc1cc(C=O)cc(OCC)c1Cl. As a reaction SMILES: [CH2:16]1[O:17][CH2:18][CH2:19][CH2:20]1.[Cl:1][c:2]1[c:3]([O:13][CH2:14][CH3:15])[cH:4][c:5]([CH2:11][OH:12])[cH:6][c:7]1[O:8][CH2:9][CH3:10].[O:21]=[Mn:22]=[O:23]>>[Cl:1][c:2]1[c:3]([O:13][CH2:14][CH3:15])[cH:4][c:5]([CH:11]=[O:12])[cH:6][c:7]1[O:8][CH2:9][CH3:10].